This data is from the Open Reaction Database (ORD), a public repository of structured organic reaction records. The task is: describe an organic reaction: reactants, conditions, products, and yield Starting materials: C1(OCCC2=CC=CC=C12)CC(C)=O ((isochroman-1-yl)acetone), NC(C(O)C1=CC=C(C=C1)O)C (2-amino-1-(4-hydroxyphenyl)-1-propanol), Cl (hydrochloric acid). The solvent is CO (methanol). The product is OC1=CC=C(C=C1)C(C(C)NC(CC1OCCC2=CC=CC=C12)C)O (1-(4-Hydroxyphenyl)-2-[2-(isochroman-1-yl)-1-methylethylamino]-1-propanol). The yield is 72.0%. As a reaction SMILES: [CH:1]1([CH2:11][C:12](=O)[CH3:13])[C:10]2[C:5](=[CH:6][CH:7]=[CH:8][CH:9]=2)[CH2:4][CH2:3][O:2]1.[NH2:15][CH:16]([CH3:26])[CH:17]([C:19]1[CH:24]=[CH:23][C:22]([OH:25])=[CH:21][CH:20]=1)[OH:18].Cl>CO>[OH:25][C:22]1[CH:21]=[CH:20][C:19]([CH:17]([OH:18])[CH:16]([NH:15][CH:12]([CH3:13])[CH2:11][CH:1]2[C:10]3[C:5](=[CH:6][CH:7]=[CH:8][CH:9]=3)[CH2:4][CH2:3][O:2]2)[CH3:26])=[CH:24][CH:23]=1. Procedure: An oily product was obtained in the same manner as in Example 1, using (isochroman-1-yl)acetone and 2-amino-1-(4-hydroxyphenyl)-1-propanol [J. Med. Chem., 14, 148 (1971)]. The product was dissolved in anhydrous methanol, and concentrated hydrochloric acid was added thereto. The solvent was evaporated off to give a hydrochloride. The hydrochloride was then washed with ether to give Compound 24 as crystals in a yield of 72%. Starting materials: N1(CCOCC1)CCCN1CCN(CC1)C1=CC(=NC=N1)N (6-[4-(3-Morpholin-4-ylpropyl)piperazin-1-yl]pyrimidin-4-amine), [H-].[Na+] (sodium hydride), ClC=1SC(=CN1)C#N (2-chloro-1,3-thiazole-5-carbonitrile). The product is N1(CCOCC1)CCCN1CCN(CC1)C1=CC(=NC=N1)NC=1SC(=CN1)C#N (2-({6-[4-(3-morpholin-4-ylpropyl)piperazin-1-yl]pyrimidin-4-yl}amino)-1,3-thiazole-5-carbonitrile). RXN SMILES: [N:1]1([CH2:7][CH2:8][CH2:9][N:10]2[CH2:15][CH2:14][N:13]([C:16]3[N:21]=[CH:20][N:19]=[C:18]([NH2:22])[CH:17]=3)[CH2:12][CH2:11]2)[CH2:6][CH2:5][O:4][CH2:3][CH2:2]1.[H-].[Na+].Cl[C:26]1[S:27][C:28]([C:31]#[N:32])=[CH:29][N:30]=1>>[N:1]1([CH2:7][CH2:8][CH2:9][N:10]2[CH2:15][CH2:14][N:13]([C:16]3[N:21]=[CH:20][N:19]=[C:18]([NH:22][C:26]4[S:27][C:28]([C:31]#[N:32])=[CH:29][N:30]=4)[CH:17]=3)[CH2:12][CH2:11]2)[CH2:2][CH2:3][O:4][CH2:5][CH2:6]1 |f:1.2|. Procedure details: 6-[4-(3-Morpholin-4-ylpropyl)piperazin-1-yl]pyrimidin-4-amine 10-2 (0.317 g, 1.04 mmol), sodium hydride (0.083 g, 2.08 mmol) and 2-chloro-1,3-thiazole-5-carbonitrile 2-2 (0.15 g, 1.04 mmol) were treated as in Scheme 4 above. The product was purified on a C18 preparative column and isolated via lyophilization. Hi-Res MS: calc: 415.2023 found: 415.2030. 1NMR (CD3OD): 8.48 ppm (s, 1H); 8.02 ppm (s, 1H); 6.27 ppm (s, 1H); 3.94 ppm (m, 6H); 3.43–3.27 ppm (m, 14H); 2.29 ppm (m, 2H). The reactants are C(C1=CC=CC=C1)OC(=O)N1CCC(CC1)C1=CN(C2=CC=C(C=C12)C#N)S(=O)(=O)CC[Si](C)(C)C (1-benzyloxycarbonyl-4-[5-cyano-1-(2-trimethylsilylethanesulfonyl)indol-3-yl]piperidine), C(C)(C)(C)OC(=O)N1CCC(CC1)C1=CNC2=CC=C(C=C12)F (N-tert-butoxycarbonyl-4-(5-fluoroindol-3-yl)piperidine). Product: C(#N)C=1C=C2C(=CN(C2=CC1)S(=O)(=O)CC[Si](C)(C)C)C1CCNCC1 (4-[5-cyano-1-(2-trimethylsilyl-ethanesulfonyl)indol-3-yl]piperidine). As a reaction SMILES: C(OC([N:11]1[CH2:16][CH2:15][CH:14]([C:17]2[C:25]3[C:20](=[CH:21][CH:22]=[C:23]([C:26]#[N:27])[CH:24]=3)[N:19]([S:28]([CH2:31][CH2:32][Si:33]([CH3:36])([CH3:35])[CH3:34])(=[O:30])=[O:29])[CH:18]=2)[CH2:13][CH2:12]1)=O)C1C=CC=CC=1.C(OC(N1CCC(C2C3C(=CC=C(F)C=3)NC=2)CC1)=O)(C)(C)C>>[C:26]([C:23]1[CH:24]=[C:25]2[C:20](=[CH:21][CH:22]=1)[N:19]([S:28]([CH2:31][CH2:32][Si:33]([CH3:36])([CH3:35])[CH3:34])(=[O:29])=[O:30])[CH:18]=[C:17]2[CH:14]1[CH2:15][CH2:16][NH:11][CH2:12][CH2:13]1)#[N:27]. Reported procedure: Proceeding as described in Example 19, Step 3, but substituting 1-benzyloxycarbonyl-4-(5-cyano-1-methanesulfonylindol-3-yl)piperidine with 1-benzyloxycarbonyl-4-[5-cyano-1-(2-trimethylsilylethanesulfonyl)indol-3-yl]piperidine (prepared as described in Example 14, Step 2, by substituting 1-benzyloxycarbonyl-4-(5-cyanoindol-3-yl)piperidine for N-tert-butoxycarbonyl-4-(5-fluoroindol-3-yl)piperidine] gave 4-[5-cyano-1-(2-trimethylsilyl-ethanesulfonyl)indol-3-yl]piperidine. The reactants are ClC(C(=O)C=1NC=C(C1)C#N)(Cl)Cl (2-trichloroacetylpyrrole-4-carbonitrile), N (ammonia). The solvent is O (water), CO (methanol). Reaction conditions: time 30 minute. Yields the product C(#N)C=1C=C(NC1)C(=O)N (4-Cyanopyrrole-2-carboxamide). RXN SMILES: ClC(Cl)(Cl)[C:3]([C:5]1[NH:6][CH:7]=[C:8]([C:10]#[N:11])[CH:9]=1)=[O:4].[NH3:14]>CO.O>[C:10]([C:8]1[CH:9]=[C:5]([C:3]([NH2:14])=[O:4])[NH:6][CH:7]=1)#[N:11]. Reported procedure: A solution of 2-trichloroacetylpyrrole-4-carbonitrile (20 g, 84.2 mmol) in methanol is treated with ammonia (51 mL), stirred at room temperature for 30 minutes and diluted with water. The aqueous mixture is filtered to obtain the title product as a white solid (7.0 g, mp 253°-256° C.).